This data is from the Open Reaction Database (ORD), a public repository of structured organic reaction records. The task is: describe an organic reaction: reactants, conditions, products, and yield Starting materials: CC=1C=C(C=NC1C)C(=O)OC (methyl 5,6-dimethyl-3-pyridinecarboxylate), CC(C)C[AlH]CC(C)C (DIBAL-H), C(=O)([O-])C(O)C(O)C(=O)[O-] (tartrate). Solvent: C(Cl)Cl (DCM), C(Cl)Cl (DCM). Conditions: time 8 hour. Product: CC=1C=C(C=NC1C)CO ((5,6-Dimethyl-3-pyridinyl)methanol). The yield is 45.8%. Reaction SMILES: [CH3:1][C:2]1[CH:3]=[C:4]([C:9](OC)=[O:10])[CH:5]=[N:6][C:7]=1[CH3:8].CC(C[AlH]CC(C)C)C.C(C(C(C([O-])=O)O)O)([O-])=O>C(Cl)Cl>[CH3:1][C:2]1[CH:3]=[C:4]([CH2:9][OH:10])[CH:5]=[N:6][C:7]=1[CH3:8]. Procedure details: To a solution of methyl 5,6-dimethyl-3-pyridinecarboxylate (276 mg, 1.671 mmol) in DCM (6 ml), DIBAL-H (1.5 M solution in toluene, 3.34 ml, 5.01 mmol) was added dropwise at −78° C. under N2. The reaction mixture was allowed to warm to rt and stirred overnight. To this solution was added saturated, aqueous NaK-tartrate solution followed by DCM. The organic phase was separated, dried and concentrated to afford 175 mg of the crude material. Purification by flash chromatography using Flashmaster II,...